Dataset: the Open Reaction Database (ORD), a public repository of structured organic reaction records. Task: describe an organic reaction: reactants, conditions, products, and yield Starting materials: C(C)(C)(C)C1=CC=C(C=C1)C1=NN2C(=NC(=C(C2=O)[N+](=O)[O-])Cl)S1 (2-(4-tert-butylphenyl)-7-chloro-6-nitro-5H-[1,3,4]thiadiazolo[3,2-a]pyrimidin-5-one), N (ammonia). Solvent: C(C)O (ethanol), CN(C=O)C (dimethylformamide). The product is NC=1N=C2N(C(C1[N+](=O)[O-])=O)N=C(S2)C2=CC=C(C=C2)C(C)(C)C (7-amino-2-(4-tert-butylphenyl)-6-nitro-5H-[1,3,4]thiadiazolo[3,2-a]pyrimidin-5-one). As a reaction SMILES: [C:1]([C:5]1[CH:10]=[CH:9][C:8]([C:11]2[S:24][C:14]3=[N:15][C:16](Cl)=[C:17]([N+:20]([O-:22])=[O:21])[C:18](=[O:19])[N:13]3[N:12]=2)=[CH:7][CH:6]=1)([CH3:4])([CH3:3])[CH3:2].[NH3:25]>C(O)C.CN(C)C=O>[NH2:25][C:16]1[N:15]=[C:14]2[S:24][C:11]([C:8]3[CH:9]=[CH:10][C:5]([C:1]([CH3:4])([CH3:3])[CH3:2])=[CH:6][CH:7]=3)=[N:12][N:13]2[C:18](=[O:19])[C:17]=1[N+:20]([O-:22])=[O:21]. Procedure details: 1.9 g of 2-(4-tert-butylphenyl)-7-chloro-6-nitro-5H-[1,3,4]thiadiazolo[3,2-a]pyrimidin-5-one was suspended in a mixture of 20 ml of ethanol and 10 ml of dimethylformamide, and 5 ml of concentrated aqueous ammonia was added dropwise to the suspension while maintaining at a temperature of 60° C. to 70° C. After heating at that temperature for 2 hours, the mixture was cooled and the precipitate formed was separated by filtration to obtain 1.3 g of 7-amino-2-(4-tert-butylphenyl)-6-nitro-5H-[1,3,4]th...